From a dataset of the Open Reaction Database (ORD), a public repository of structured organic reaction records. describe an organic reaction: reactants, conditions, products, and yield Reactants: C(C)OC(=O)C1(CC1)C1=CC=C(C=C1)C1=CC=C(C=C1)C1=C(C(=NO1)C)C(C=C)O (1-{4′-[4-(1-hydroxy-allyl)-3-methyl-isoxazol-5-yl]-biphenyl-4-yl}-cyclopropanecarboxylic acid ethyl ester), IC1=CC(=CC=C1)C(F)(F)F (1-iodo-3-trifluoromethyl-benzene). The product is C(C)OC(=O)C1(CC1)C1=CC=C(C=C1)C1=CC=C(C=C1)C1=C(C(=NO1)C)C(CCC1=CC(=CC=C1)C(F)(F)F)=O (1-(4′-{3-Methyl-4-[3-(3-trifluoromethyl-phenyl)-propionyl]-isoxazol-5-yl}-biphenyl-4-yl)-cyclopropanecarboxylic acid ethyl ester). As a reaction SMILES: [CH2:1]([O:3][C:4]([C:6]1([C:9]2[CH:14]=[CH:13][C:12]([C:15]3[CH:20]=[CH:19][C:18]([C:21]4[O:25][N:24]=[C:23]([CH3:26])[C:22]=4[CH:27]([OH:30])[CH:28]=[CH2:29])=[CH:17][CH:16]=3)=[CH:11][CH:10]=2)[CH2:8][CH2:7]1)=[O:5])[CH3:2].I[C:32]1[CH:37]=[CH:36][CH:35]=[C:34]([C:38]([F:41])([F:40])[F:39])[CH:33]=1>>[CH2:1]([O:3][C:4]([C:6]1([C:9]2[CH:10]=[CH:11][C:12]([C:15]3[CH:20]=[CH:19][C:18]([C:21]4[O:25][N:24]=[C:23]([CH3:26])[C:22]=4[C:27](=[O:30])[CH2:28][CH2:29][C:32]4[CH:37]=[CH:36][CH:35]=[C:34]([C:38]([F:41])([F:40])[F:39])[CH:33]=4)=[CH:17][CH:16]=3)=[CH:13][CH:14]=2)[CH2:8][CH2:7]1)=[O:5])[CH3:2]. Procedure details: Prepared according to the procedure described in Example 39, Step 1, using 1-{4′-[4-(1-hydroxy-allyl)-3-methyl-isoxazol-5-yl]-biphenyl-4-yl}-cyclopropanecarboxylic acid ethyl ester and 1-iodo-3-trifluoromethyl-benzene. The crude material was purified on silica gel (0-60% EtOAc in hexanes) to give a separable mixture of two compounds, one of which was the title compound. Reactants: CN(N)C (N,N-dimethylhydrazine), C1(=CC=C(C=C1)S(=O)(=O)O)C (p-toluenesulfonic acid), ClC=1C=C2CCC(C2=CC1)=O (5-chloroindan-1-one). Run in C1(=CC=CC=C1)C (toluene). Conditions: time 4 hour. Product: ClC=1C=C2CCC(C2=CC1)=NN(C)C (N′-(5-chloroindan-1-ylidene)-N,N-dimethylhydrazine). As a reaction SMILES: [Cl:1][C:2]1[CH:3]=[C:4]2[C:8](=[CH:9][CH:10]=1)[C:7](=O)[CH2:6][CH2:5]2.[CH3:12][N:13]([CH3:15])[NH2:14].C1(C)C=CC(S(O)(=O)=O)=CC=1>C1(C)C=CC=CC=1>[Cl:1][C:2]1[CH:3]=[C:4]2[C:8](=[CH:9][CH:10]=1)[C:7](=[N:14][N:13]([CH3:15])[CH3:12])[CH2:6][CH2:5]2. Reported procedure: 20 g of 5-chloroindan-1-one are dissolved in 600 ml of dry toluene and, after addition of 27.4 ml of N,N-dimethylhydrazine and 1 g of p-toluenesulfonic acid, boiled with a water trap for 4 h. The reaction mixture is concentrated in vacuo, and the residue is dissolved in ethyl acetate and washed with sodium bicarbonate solution and then with water. The organic phase is dried over sodium sulfate and concentrated in vacuo, and the residue is chromatographed on silica gel with ethyl acetate/heptane ... The reactants are COCCCC1=NC2=C(N1[C@H]1CN(CCC1)C(C[C@@H](CC1=CC3=CC=CC=C3C=C1)NC(OC(C)(C)C)=O)=O)C=CC=C2 (tert-butyl (R)-4-((R)-3-(2-(3-methoxypropyl)-1H-benzo[d]imidazol-1-yl)piperidin-1-yl)-1-(naphthalen-2-yl)-4-oxobutan-2-ylcarbamate), FC(C(=O)O)(F)F (trifluoroacetic acid). Run at time 3 hour. The product is N[C@@H](CC(=O)N1C[C@@H](CCC1)N1C(=NC2=C1C=CC=C2)CCCOC)CC2=CC1=CC=CC=C1C=C2 ((R)-3-amino-1-((R)-3-(2-(3-methoxypropyl)-1H-benzo[d]imidazol-1-yl)piperidin-1-yl)-4-(naphthalen-2-yl)butan-1-one), C(=O)(C(F)(F)F)O (TFA). Yield: 24.0%. Reaction SMILES: [CH3:1][O:2][CH2:3][CH2:4][CH2:5][C:6]1[N:10]([C@@H:11]2[CH2:16][CH2:15][CH2:14][N:13]([C:17](=[O:39])[CH2:18][C@H:19]([NH:31]C(=O)OC(C)(C)C)[CH2:20][C:21]3[CH:30]=[CH:29][C:28]4[C:23](=[CH:24][CH:25]=[CH:26][CH:27]=4)[CH:22]=3)[CH2:12]2)[C:9]2[CH:40]=[CH:41][CH:42]=[CH:43][C:8]=2[N:7]=1.[F:44][C:45]([F:50])([F:49])[C:46]([OH:48])=[O:47]>>[NH2:31][C@H:19]([CH2:20][C:21]1[CH:30]=[CH:29][C:28]2[C:23](=[CH:24][CH:25]=[CH:26][CH:27]=2)[CH:22]=1)[CH2:18][C:17]([N:13]1[CH2:14][CH2:15][CH2:16][C@@H:11]([N:10]2[C:9]3[CH:40]=[CH:41][CH:42]=[CH:43][C:8]=3[N:7]=[C:6]2[CH2:5][CH2:4][CH2:3][O:2][CH3:1])[CH2:12]1)=[O:39].[C:46]([OH:48])([C:45]([F:50])([F:49])[F:44])=[O:47]. Procedure details: 134F was dissolved in 25% trifluoroacetic acid and stirred at room temperature for 3 hr. Solvent was removed under vacuum and purified by preparatory LC/MS (20-25% CH3CN in H2O) to give (R)-3-amino-1((R)-3-(2-(3-methoxypropyl)-1H-benzo[d]imidazol-1-yl)piperidin-1-yl)-4-(naphthalen-2-yl)butan-1-one (243) as a TFA salt (97 mg, 24%). 1H NMR (400 MHz, DMSO-d6) δ ppm 1.62 (m, 1H) 1.86 (br. s., 1H) 1.97-2.15 (m, 3H) 2.53-2.91 (m, 3H) 2.94-3.26 (m, 7H) 3.40 (m, 3H) 3.75-4.10 (m, 3H) 4.42-4.71 (m, 2H) 7... Reactants: C(C1=CC=CC=C1)OCCC1=CC=C(C=C1)OB(O)O (4-(2-benzyloxyethyl)phenylboric acid), C(C1=CC=CC=C1)OCCC1=CC=C(C=C1)OB(O)O (4-(2-Benzyloxyethyl)phenylboric acid), BrC=1N=C(C2=CC=CC=C2C1)N1CCN(CC1)CC (3-bromo-1-(4-ethylpiperazin-1-yl)isoquinoline), aqueous solution, C([O-])([O-])=O.[Na+].[Na+] (sodium carbonate), C(C1=CC=CC=C1)OCCC1=CC=C(C=C1)OB(O)O (4-(2-Benzyloxyethyl)phenylboric acid). The reagents and catalysts are C=1C=CC(=CC1)[P](C=2C=CC=CC2)(C=3C=CC=CC3)[Pd]([P](C=4C=CC=CC4)(C=5C=CC=CC5)C=6C=CC=CC6)([P](C=7C=CC=CC7)(C=8C=CC=CC8)C=9C=CC=CC9)[P](C=1C=CC=CC1)(C=1C=CC=CC1)C=1C=CC=CC1 (tetrakistriphenylphosphinepalladium(0)). The solvent is C1(=CC=CC=C1)C (toluene). The product is C(C)N1CCN(CC1)C1=NC(=CC2=CC=CC=C12)C1=CC=C(C=C1)CCOCC1=CC=CC=C1 (1-(4-ethylpiperazin-1-yl)-3-[4-(2-benzyloxyethyl)phenyl]isoquinoline). Isolated yield 72.3%. RXN SMILES: [CH2:1]([O:8][CH2:9][CH2:10][C:11]1[CH:16]=[CH:15][C:14](OB(O)O)=[CH:13][CH:12]=1)[C:2]1[CH:7]=[CH:6][CH:5]=[CH:4][CH:3]=1.Br[C:22]1[N:23]=[C:24]([N:32]2[CH2:37][CH2:36][N:35]([CH2:38][CH3:39])[CH2:34][CH2:33]2)[C:25]2[C:30]([CH:31]=1)=[CH:29][CH:28]=[CH:27][CH:26]=2.C(=O)([O-])[O-].[Na+].[Na+]>C1(C)C=CC=CC=1.C1C=CC([P]([Pd]([P](C2C=CC=CC=2)(C2C=CC=CC=2)C2C=CC=CC=2)([P](C2C=CC=CC=2)(C2C=CC=CC=2)C2C=CC=CC=2)[P](C2C=CC=CC=2)(C2C=CC=CC=2)C2C=CC=CC=2)(C2C=CC=CC=2)C2C=CC=CC=2)=CC=1>[CH2:38]([N:35]1[CH2:34][CH2:33][N:32]([C:24]2[C:25]3[C:30](=[CH:29][CH:28]=[CH:27][CH:26]=3)[CH:31]=[C:22]([C:14]3[CH:15]=[CH:16][C:11]([CH2:10][CH2:9][O:8][CH2:1][C:2]4[CH:7]=[CH:6][CH:5]=[CH:4][CH:3]=4)=[CH:12][CH:13]=3)[N:23]=2)[CH2:37][CH2:36]1)[CH3:39] |f:2.3.4,^1:56,58,77,96|. Procedure details: 4-(2-Benzyloxyethyl)phenylboric acid (0.40 g) and 3-bromo-1-(4-ethylpiperazin-1-yl)isoquinoline (0.65 g) were heated under reflux in the presence of tetrakistriphenylphosphinepalladium(0) (0.09 g) in toluene (50 ml) and a 10% aqueous solution of sodium carbonate (30 ml) in nitrogen atmosphere for 1 hr. To the mixture was additionally added 4-(2-benzyloxyethyl)phenylboric acid (0.40 g), and the mixture was heated under reflux for 1.5 hr. 4-(2-Benzyloxyethyl)phenylboric acid (0.40 g) was again add... The reactants are CCO, CS, CC(=O)c1cc([N+](=O)[O-])c(Cl)s1, O. Yields the product CSc1sc(C(C)=O)cc1[N+](=O)[O-]. RXN SMILES: [CH3:16][CH2:17][OH:18].[CH3:1][SH:2].[Cl:3][c:4]1[s:5][c:6]([C:12]([CH3:13])=[O:14])[cH:7][c:8]1[N+:9](=[O:10])[O-:11].[OH2:15]>>[CH3:1][S:2][c:4]1[s:5][c:6]([C:12]([CH3:13])=[O:14])[cH:7][c:8]1[N+:9](=[O:10])[O-:11]. The reactants are ClCCl, CN=C=O, Nc1ccc(Cl)cc1C(=O)c1ccccc1. Yields the product CN1C(=O)Nc2ccc(Cl)cc2C1(O)c1ccccc1. RXN SMILES: [CH2:21]([Cl:22])[Cl:23].[CH3:17][N:18]=[C:19]=[O:20].[NH2:1][c:2]1[c:3]([C:4](=[O:5])[c:6]2[cH:7][cH:8][cH:9][cH:10][cH:11]2)[cH:12][c:13]([Cl:16])[cH:14][cH:15]1>>[NH:1]1[c:2]2[c:3]([cH:12][c:13]([Cl:16])[cH:14][cH:15]2)[C:4]([OH:5])([c:6]2[cH:7][cH:8][cH:9][cH:10][cH:11]2)[N:18]([CH3:17])[C:19]1=[O:20].